Dataset: the Open Reaction Database (ORD), a public repository of structured organic reaction records. Task: describe an organic reaction: reactants, conditions, products, and yield Starting materials: Cc1ccc(-n2ncc(C(=O)O)c2C)cc1, N#Cc1cc(N)ccc1N1CCC(N2CCOCC2)CC1. The product is Cc1ccc(-n2ncc(C(=O)Nc3ccc(N4CCC(N5CCOCC5)CC4)c(C#N)c3)c2C)cc1. As a reaction SMILES: [CH3:1][c:2]1[cH:3][cH:4][c:5](-[n:8]2[n:9][cH:10][c:11]([C:14](=[O:15])[OH:16])[c:12]2[CH3:13])[cH:6][cH:7]1.[NH2:17][c:18]1[cH:19][cH:20][c:21]([N:26]2[CH2:27][CH2:28][CH:29]([N:32]3[CH2:33][CH2:34][O:35][CH2:36][CH2:37]3)[CH2:30][CH2:31]2)[c:22]([C:23]#[N:24])[cH:25]1>>[CH3:1][c:2]1[cH:3][cH:4][c:5](-[n:8]2[n:9][cH:10][c:11]([C:14](=[O:16])[NH:17][c:18]3[cH:19][cH:20][c:21]([N:26]4[CH2:27][CH2:28][CH:29]([N:32]5[CH2:33][CH2:34][O:35][CH2:36][CH2:37]5)[CH2:30][CH2:31]4)[c:22]([C:23]#[N:24])[cH:25]3)[c:12]2[CH3:13])[cH:6][cH:7]1. Reactants: C(=O)(O)CCCCC[N+]1=C(C(C2=C(C=C(C=C12)F)F)(C)C)C (1-(5-carboxypentyl)-4,6-difluoro-2,3,3-trimethyl-3H-indolium), Cl.C1(=CC=CC=C1)N=CCC=NC1=CC=CC=C1 (malonaldehyde bis(phenylimine) monohydrochloride), C(C)(=O)OC(C)=O (acetic anhydride). Run in C(C)(=O)O (acetic acid). Reaction conditions: temperature 120 celsius. Product: FC1=C2C(\C(\N(C2=CC(=C1)F)CCCCCC(=O)O)=C/C=C/C=N/C1=CC=CC=C1)(C)C (6-[(2E)-4,6-Difluoro-3,3-dimethyl-2-[(2E,4E)-4-(phenylimino)but-2-enylidene]-2,3-dihydro-1H-indol-1-yl]hexanoic acid). RXN SMILES: [C:1]([CH2:4][CH2:5][CH2:6][CH2:7][CH2:8][N+:9]1[C:17]2[C:12](=[C:13]([F:19])[CH:14]=[C:15]([F:18])[CH:16]=2)[C:11]([CH3:21])([CH3:20])[C:10]=1[CH3:22])([OH:3])=[O:2].Cl.[C:24]1([N:30]=[CH:31][CH2:32][CH:33]=NC2C=CC=CC=2)[CH:29]=[CH:28][CH:27]=[CH:26][CH:25]=1.C(OC(=O)C)(=O)C>C(O)(=O)C>[F:19][C:13]1[CH:14]=[C:15]([F:18])[CH:16]=[C:17]2[C:12]=1[C:11]([CH3:21])([CH3:20])/[C:10](=[CH:22]\[CH:33]=[CH:32]\[CH:31]=[N:30]\[C:24]1[CH:29]=[CH:28][CH:27]=[CH:26][CH:25]=1)/[N:9]2[CH2:8][CH2:7][CH2:6][CH2:5][CH2:4][C:1]([OH:3])=[O:2] |f:1.2|. Procedure: To 1-(5-carboxypentyl)-4,6-difluoro-2,3,3-trimethyl-3H-indolium (50 mg) was added malonaldehyde bis(phenylimine) monohydrochloride (37.6 mg), acetic anhydride (2 ml) and acetic acid (1 ml). This mixture was heated to 120° C. for 1 hour after which time it was cooled to room temperature. This crude reaction mixture (ca. 32 mg/ml product) was used without purification as further described. As a reaction SMILES: [C:1]([c:2]1[cH:3][cH:4][cH:5][cH:6][cH:7]1)(=[O:8])[O:9][c:10]1[c:11]([O:27][CH3:28])[cH:12][c:13]([CH2:16][S:17][c:18]2[nH:19][c:20]3[c:21]([cH:22][n:23][cH:24][cH:25]3)[n:26]2)[cH:14][cH:15]1.[C:33]([O:34][OH:36])(=[O:35])[CH3:37].[CH3:38][OH:39].[CH:29]([Cl:30])([Cl:31])[Cl:32]>>[C:1]([c:2]1[cH:3][cH:4][cH:5][cH:6][cH:7]1)(=[O:8])[O:9][c:10]1[c:11]([O:27][CH3:28])[cH:12][c:13]([CH2:16][S:17]([c:18]2[nH:19][c:20]3[c:21]([cH:22][n:23][cH:24][cH:25]3)[n:26]2)=[O:35])[cH:14][cH:15]1. The product is COc1cc(CS(=O)c2nc3cnccc3[nH]2)ccc1OC(=O)c1ccccc1. Starting materials: COc1cc(CSc2nc3cnccc3[nH]2)ccc1OC(=O)c1ccccc1, CC(=O)OO, CO, ClC(Cl)Cl. Reactants: CC(C)C[AlH]CC(C)C (DIBAL), ClC1=CC(=C(C#N)C=C1)C (4-chloro-2-methylbenzonitrile), CC(C)C[AlH]CC(C)C (DIBAL), CCOCC (Et2O). Solvent: C1CCOC1 (THF), C1CCOC1 (THF). Conditions: time 1 hour. Yields the product ClC1=CC(=C(C=O)C=C1)C (4-Chloro-2-methylbenzaldehyde). Reaction SMILES: [Cl:1][C:2]1[CH:9]=[CH:8][C:5]([C:6]#N)=[C:4]([CH3:10])[CH:3]=1.CC(C[AlH]CC(C)C)C.CC[O:22]CC>C1COCC1>[Cl:1][C:2]1[CH:9]=[CH:8][C:5]([CH:6]=[O:22])=[C:4]([CH3:10])[CH:3]=1. Procedure: To a stirred −78° C. solution of 4-chloro-2-methylbenzonitrile (5.00 g, 32.98 mmol) in Et2O (190 mL) was added 1 M DIBAL in THF (66.0 mL) over 10 min. After 5 h additional 1M DIBAL in THF (3.30 mL) was added dropwise and the solution was stirred for 1 hour. The reaction was quenched with water followed by concentrated H2SO4 and stirred at ambient temperature for 16 h. The solution was extracted into Et2O, dried (Na2SO4) and reduced in vacuo. 4-Chloro-2-methylbenzaldehyde was isolated as a yellow... Starting materials: NCCCN1C(=NC=2C(=NC=3CCCCC3C21)N)CCOC (1-(3-aminopropyl)-2-(2-methoxyethyl)-6, 7,8,9-tetrahydro-1H-imidazo[4,5-c]quinolin-4-amine), N1(CCOCC1)C(=O)Cl (4-morpholinecarbonyl chloride). The product is NC1=NC=2CCCCC2C2=C1N=C(N2CCCNC(=O)N2CCOCC2)CCOC (N-{3-[4-amino-2-(2-methoxyethyl)-6,7,8,9-tetrahydro-1H-imidazo[4,5-c]quinolin-1-yl]propyl)morpholine-4-carboxamide). The yield is 44.4%. Reaction SMILES: [NH2:1][CH2:2][CH2:3][CH2:4][N:5]1[C:17]2[C:16]3[CH2:15][CH2:14][CH2:13][CH2:12][C:11]=3[N:10]=[C:9]([NH2:18])[C:8]=2[N:7]=[C:6]1[CH2:19][CH2:20][O:21][CH3:22].[N:23]1([C:29](Cl)=[O:30])[CH2:28][CH2:27][O:26][CH2:25][CH2:24]1>>[NH2:18][C:9]1[C:8]2[N:7]=[C:6]([CH2:19][CH2:20][O:21][CH3:22])[N:5]([CH2:4][CH2:3][CH2:2][NH:1][C:29]([N:23]3[CH2:28][CH2:27][O:26][CH2:25][CH2:24]3)=[O:30])[C:17]=2[C:16]2[CH2:15][CH2:14][CH2:13][CH2:12][C:11]=2[N:10]=1. Procedure: Using the general method of Example 167, 1-(3-aminopropyl)-2-(2-methoxyethyl)-6, 7,8,9-tetrahydro-1H-imidazo[4,5-c]quinolin-4-amine (2.0 g, 6.59 mmol) was reacted with 4-morpholinecarbonyl chloride (1.08 g, 7.25 mmol) to provide 1.22 g of N-{3-[4-amino-2-(2-methoxyethyl)-6,7,8,9-tetrahydro-1H-imidazo[4,5-c]quinolin-1-yl]propyl)morpholine-4-carboxamide as a white powder, m.p. 171.8-173.2° C. Analysis: Calculated for C21H32N6O3: %C, 60.56; %H, 7.74; %N, 20.18; Found: %C, 60.30; %H, 7.72; %N, 20.11... The reactants are Example 3 ( 2 ), C(C)C=1OC(=CC1C=O)C1=CC=C(C=C1)C(F)(F)F (2-ethyl-5-[4-(trifluoromethyl)phenyl]-3-furaldehyde), C(C(C)C)[Mg]Br.O1CCCC1 (isobutylmagnesium bromide tetrahydrofuran). Yields the product C(C)C=1OC(=CC1C(CC(C)C)O)C1=CC=C(C=C1)C(F)(F)F (1-{2-ethyl-5-[4-(trifluoromethyl)phenyl]-3-furyl}-3-methylbutan-1-ol). Isolated yield 83.0%. RXN SMILES: [CH2:1]([C:3]1[O:4][C:5]([C:10]2[CH:15]=[CH:14][C:13]([C:16]([F:19])([F:18])[F:17])=[CH:12][CH:11]=2)=[CH:6][C:7]=1[CH:8]=[O:9])[CH3:2].[CH2:20]([Mg]Br)[CH:21]([CH3:23])[CH3:22].O1CCCC1>>[CH2:1]([C:3]1[O:4][C:5]([C:10]2[CH:15]=[CH:14][C:13]([C:16]([F:19])([F:17])[F:18])=[CH:12][CH:11]=2)=[CH:6][C:7]=1[CH:8]([OH:9])[CH2:20][CH:21]([CH3:23])[CH3:22])[CH3:2] |f:1.2|. Procedure: An operation similar to that in Example 3 (2) was performed using 2-ethyl-5-[4-(trifluoromethyl)phenyl]-3-furaldehyde (805 mg) and 1N isobutylmagnesium bromide-tetrahydrofuran solution (6.0 mL) to give the title compound (819 mg, 83%) as an oil.